This data is from the Open Reaction Database (ORD), a public repository of structured organic reaction records. The task is: describe an organic reaction: reactants, conditions, products, and yield Reactants: FC(S(=O)(=O)N1C=NC=C1)(F)F (1-(trifluoromethanesulfonyl)imidazole), [Cl-].C(C)[NH+]1CN(C=C1)C (1-ethyl-3-methyl-1H-imidazolium chloride), C(CC#N)#N (malononitrile), lithium hydride LiH, O (water). The solvent is C1CCOC1 (THF). Conditions: time 2 hour. Product: C(C)[NH+]1CN(C=C1)C (1-ethyl-3-methyl-1H-imidazolium), FC(S(=O)(=O)C(C#N)C#N)(F)F (trifluoromethanesulfonylmalononitrile). RXN SMILES: [C:1](#[N:5])[CH2:2][C:3]#[N:4].[F:6][C:7]([F:17])([F:16])[S:8](N1C=CN=C1)(=[O:10])=[O:9].[Cl-].[CH2:19]([NH+:21]1[CH:25]=[CH:24][N:23]([CH3:26])[CH2:22]1)[CH3:20].O>C1COCC1>[CH2:19]([NH+:21]1[CH:25]=[CH:24][N:23]([CH3:26])[CH2:22]1)[CH3:20].[F:6][C:7]([F:17])([F:16])[S:8]([CH:2]([C:1]#[N:5])[C:3]#[N:4])(=[O:10])=[O:9] |f:2.3|. Procedure details: To 6.61 g of malononitrile (100 mmoles) in solution in 50 ml of THF at −20° C., there is added, in portions, 795 mg of lithium hydride LiH. After 2 hours at −20° C., there is added 20.14 g (100 mmoles) of 1-(trifluoromethanesulfonyl)imidazole) (commercially available from Fluka). The reaction was continued during 4 hours at −20° C., and during 48 hours at room temperature. The solvent was then evaporated and the residue was reclaimed in 60 ml of water. There is then added 14.66 g (100 mmoles) of... Starting materials: ClC1=C(C=CC=C1)C1CC(CC(C1)=O)=O (5-(2-chlorophenyl)cyclohexane-1,3-dione), COCC(=O)O (methoxyacetic acid), C1(CCCCC1)N=C=NC1CCCCC1 (dicyclohexylcarbodiimide). Reagents/catalysts: CN(C1=CC=NC=C1)C (4-dimethylaminopyridine). Solvent: CN(C=O)C (dimethylformamide). Conditions: time 3 day. The product is ClC1=C(C=CC=C1)C1CC(C(C(C1)=O)=C(COC)O)=O (5-(2-chlorophenyl)-2-(1-hydroxy-2-methoxyethylidene)cyclohexane-1,3-dione). Yield: 65.0%. Reaction SMILES: [Cl:1][C:2]1[CH:7]=[CH:6][CH:5]=[CH:4][C:3]=1[CH:8]1[CH2:13][C:12](=[O:14])[CH2:11][C:10](=[O:15])[CH2:9]1.[CH3:16][O:17][CH2:18][C:19](O)=[O:20].C1(N=C=NC2CCCCC2)CCCCC1>CN(C)C1C=CN=CC=1.CN(C)C=O>[Cl:1][C:2]1[CH:7]=[CH:6][CH:5]=[CH:4][C:3]=1[CH:8]1[CH2:13][C:12](=[O:14])[C:11](=[C:19]([OH:20])[CH2:18][O:17][CH3:16])[C:10](=[O:15])[CH2:9]1. Reported procedure: To a solution of 5-(2-chlorophenyl)cyclohexane-1,3-dione (1.0 g), 4-dimethylaminopyridine (0.82 g) and methoxyacetic acid (0.73 g) in dimethylformamide (40 ml) was added dicyclohexylcarbodiimide (1.0 g), and the mixture was stirred at room temperature for 3 days. Under reduced pressure, the solvent was evaporated, and to the residue was added ethyl acetate. Insoluble materials were filtered off, and the organic layer was extracted with 1N sodium hydroxide solution. To the aqueous layer was added... The reactants are BrC=1C=CC2=C(N(C3=C2CN2CCCC2C3)C)N1 (2-Bromo-11-methyl-5,7,8,9,9a,10-hexahydro-11H-pyrido[3′,2′:4,5]pyrrolo[3,2-f]indolizine), ClC1=CC(=C(COC2=CC(NC=C2)=O)C=C1)F (4-(4-chloro-2-fluorobenzyloxy)pyridin-2(1H)-one). The product is Cl.ClC1=CC(=C(COC2=CC(N(C=C2)C=2C=CC3=C(N(C4=C3CN3CCCC3C4)C)N2)=O)C=C1)F (4-(4-Chloro-2-fluorobenzyloxy)-1-(11-methyl-5,7,8,9,9a,10-hexahydro-11H-pyrido[3′,2′:4,5]pyrrolo[3,2-f]indolizin-2-yl)pyridin-2(1H)-one Hydrochloride). Yield: 53.7%. RXN SMILES: Br[C:2]1[CH:3]=[CH:4][C:5]2[C:9]3[CH2:10][N:11]4[CH:15]([CH2:16][C:8]=3[N:7]([CH3:17])[C:6]=2[N:18]=1)[CH2:14][CH2:13][CH2:12]4.[Cl:19][C:20]1[CH:34]=[CH:33][C:23]([CH2:24][O:25][C:26]2[CH:31]=[CH:30][NH:29][C:28](=[O:32])[CH:27]=2)=[C:22]([F:35])[CH:21]=1>>[ClH:19].[Cl:19][C:20]1[CH:34]=[CH:33][C:23]([CH2:24][O:25][C:26]2[CH:31]=[CH:30][N:29]([C:2]3[CH:3]=[CH:4][C:5]4[C:9]5[CH2:10][N:11]6[CH:15]([CH2:16][C:8]=5[N:7]([CH3:17])[C:6]=4[N:18]=3)[CH2:14][CH2:13][CH2:12]6)[C:28](=[O:32])[CH:27]=2)=[C:22]([F:35])[CH:21]=1 |f:2.3|. Procedure details: 2-Bromo-11-methyl-5,7,8,9,9a,10-hexahydro-11H-pyrido[3′,2′:4,5]pyrrolo[3,2-f]indolizine (150 mg, 0.491 mmol) and 4-(4-chloro-2-fluorobenzyloxy)pyridin-2(1H)-one (124 mg, 0.491 mmol) were reacted following the procedure for Example 2 (step b) to provide the title compound (68 mg, 27%) as a yellow solid: mp 210-220° C.; 1H NMR (500 MHz, DMSO-d6) δ 10.95 (s, 1H), 8.06 (d, J=8.3 Hz, 1H), 7.84-7.82 (d, J=7.8 Hz, 1H), 7.65-7.62 (t, J=Hz, 1H), 7.56-7.53 (dd, J=9.9, 2.0 Hz, 1H), 7.39-7.37 (m, 2H), 6.17-... Procedure: This material was prepared from 2-(3-aminophenyl)-5-n-butyl-4-[[2'-[N-(2-chlorobenzoyl)sulfamoyl]biphenyl-4-yl]methyl]-2,4-dihydro-3H-1,2,4-triazol-3-one (from Step E), sodium hydride, and propionyl bromide according to the procedure of Example 61. The crude product was flash chromatographed over silica gel to afford the title compound in 60% yield as a cream-colored solid, mp 105°-107° C., homogeneous by TLC (9:1 MeOH/CH2Cl2), mass spectrum (FAB) m/e 672 (M+1)+. The reactants are NC=1C=C(C=CC1)N1N=C(N(C1=O)CC1=CC=C(C=C1)C1=C(C=CC=C1)S(NC(C1=C(C=CC=C1)Cl)=O)(=O)=O)CCCC (2-(3-aminophenyl)-5-n-butyl-4-[[2'-[N-(2-chlorobenzoyl)sulfamoyl]biphenyl-4-yl]methyl]-2,4-dihydro-3H-1,2,4-triazol-3-one), [H-].[Na+] (sodium hydride), C(CC)(=O)Br (propionyl bromide), crude product. Isolated yield 60.0%. RXN SMILES: [NH2:1][C:2]1[CH:3]=[C:4]([N:8]2[C:12](=[O:13])[N:11]([CH2:14][C:15]3[CH:20]=[CH:19][C:18]([C:21]4[CH:26]=[CH:25][CH:24]=[CH:23][C:22]=4[S:27](=[O:39])(=[O:38])[NH:28][C:29](=[O:37])[C:30]4[CH:35]=[CH:34][CH:33]=[CH:32][C:31]=4[Cl:36])=[CH:17][CH:16]=3)[C:10]([CH2:40][CH2:41][CH2:42][CH3:43])=[N:9]2)[CH:5]=[CH:6][CH:7]=1.[H-].[Na+].[C:46](Br)(=[O:49])[CH2:47][CH3:48]>>[CH2:40]([C:10]1[N:11]([CH2:14][C:15]2[CH:20]=[CH:19][C:18]([C:21]3[CH:26]=[CH:25][CH:24]=[CH:23][C:22]=3[S:27](=[O:39])(=[O:38])[NH:28][C:29](=[O:37])[C:30]3[CH:35]=[CH:34][CH:33]=[CH:32][C:31]=3[Cl:36])=[CH:17][CH:16]=2)[C:12](=[O:13])[N:8]([C:4]2[CH:5]=[CH:6][CH:7]=[C:2]([NH:1][C:46](=[O:49])[CH2:47][CH3:48])[CH:3]=2)[N:9]=1)[CH2:41][CH2:42][CH3:43] |f:1.2|. Product: C(CCC)C=1N(C(N(N1)C1=CC(=CC=C1)NC(CC)=O)=O)CC1=CC=C(C=C1)C1=C(C=CC=C1)S(NC(C1=C(C=CC=C1)Cl)=O)(=O)=O (5-n-Butyl-4-[[2'-[N-(2-chlorobenzoyl)sulfamoyl]biphenyl-4-yl]methyl]-2,4-dihydro-2-[3-(propionylamino)phenyl]-3H-1,2,4-triazol-3-one). The reactants are COC=1C=C2C(C(C2(C(=O)N2CCCCC2)C)C)=CC1 (5-Methoxy-1,2-dimethyl-1-(1-piperidinylcarbonyl)benzocyclobutene), [H-].[H-].[H-].[H-].[Li+].[Al+3] (LAH). The solvent is C1CCOC1 (THF), C1CCOC1 (THF). Yields the product CC1(C(C=2C1=CC(=CC2)OC)C)CN2CCCCC2 (1,2-Dimethyl-5-methoxy-1-(1-piperidinylmethyl)benzocyclobutene). RXN SMILES: [CH3:1][O:2][C:3]1[CH:4]=[C:5]2[C:8]([CH3:17])([C:9]([N:11]3[CH2:16][CH2:15][CH2:14][CH2:13][CH2:12]3)=O)[CH:7]([CH3:18])[C:6]2=[CH:19][CH:20]=1.[H-].[H-].[H-].[H-].[Li+].[Al+3]>C1COCC1>[CH3:17][C:8]1([CH2:9][N:11]2[CH2:16][CH2:15][CH2:14][CH2:13][CH2:12]2)[C:5]2=[CH:4][C:3]([O:2][CH3:1])=[CH:20][CH:19]=[C:6]2[CH:7]1[CH3:18] |f:1.2.3.4.5.6|. Procedure: A solution of the 1,2-dimethyl compound obtained in Step 1. above (43.8 g) in anhydrous THF (640 ml) is added dropwise to a suspension of LAH (7.6 g) in anhydrous THF (200 ml). The reaction mixture is heated to reflux for 45 minutes, cooled and quenched with water, aqueous NaOH (15%), and water. The reaction mixture is filtered, evaporated in vacuo and chromatographed (silica gel: ethyl acetate/hexane) and the major fractions combined, and evaporated yielding the desired product as an oil which ...